This data is from the Open Reaction Database (ORD), a public repository of structured organic reaction records. The task is: describe an organic reaction: reactants, conditions, products, and yield Starting materials: [Al+3], COCOC(=O)c1ccccc1C(c1ccc(OCOC)cc1)c1ccc(OCOC)cc1, [H-], [H-], [H-], [H-], [Li+], [Na+], C1CCOC1, [OH-], O. Product: COCOc1ccc(C(c2ccc(OCOC)cc2)c2ccccc2CO)cc1. As a reaction SMILES: [Al+3:35].[CH3:1][O:2][CH2:3][O:4][c:5]1[cH:6][cH:7][c:8]([CH:11]([c:12]2[c:13]([C:14](=[O:15])[O:16][CH2:17][O:18][CH3:19])[cH:20][cH:21][cH:22][cH:23]2)[c:24]2[cH:25][cH:26][c:27]([O:30][CH2:31][O:32][CH3:33])[cH:28][cH:29]2)[cH:9][cH:10]1.[H-:34].[H-:37].[H-:38].[H-:39].[Li+:36].[Na+:42].[O:43]1[CH2:44][CH2:45][CH2:46][CH2:47]1.[OH-:41].[OH2:40]>>[CH3:1][O:2][CH2:3][O:4][c:5]1[cH:6][cH:7][c:8]([CH:11]([c:12]2[c:13]([CH2:14][OH:15])[cH:20][cH:21][cH:22][cH:23]2)[c:24]2[cH:25][cH:26][c:27]([O:30][CH2:31][O:32][CH3:33])[cH:28][cH:29]2)[cH:9][cH:10]1. Starting materials: FC=1C=C(C=C(C1B1OC(C(O1)(C)C)(C)C)F)C(C)O (1-(3,5-difluoro-4-(4,4,5,5-tetramethyl-1,3,2-dioxaborolan-2-yl)phenyl)ethanol), C1(CC1)C(O)C1=CC(=CC(=C1)F)F (cyclopropyl(3,5-difluorophenyl)methanol), C1(CC1)C(O)C1=CC(=CC(=C1)F)F (cyclopropyl(3,5-difluorophenyl)methanol). The product is C1(CC1)C(O)C1=CC(=C(C(=C1)F)B1OC(C(O1)(C)C)(C)C)F (cyclopropyl(3,5-difluoro-4-(4,4,5,5-tetramethyl-1,3,2-dioxaborolan-2-yl)phenyl)methanol). Reaction SMILES: [F:1][C:2]1[CH:3]=[C:4]([CH:18]([OH:20])[CH3:19])[CH:5]=[C:6]([F:17])[C:7]=1[B:8]1[O:12][C:11]([CH3:14])([CH3:13])[C:10]([CH3:16])([CH3:15])[O:9]1.[CH:21]1(C(C2C=C(F)C=C(F)C=2)O)C[CH2:22]1>>[CH:19]1([CH:18]([C:4]2[CH:3]=[C:2]([F:1])[C:7]([B:8]3[O:12][C:11]([CH3:13])([CH3:14])[C:10]([CH3:15])([CH3:16])[O:9]3)=[C:6]([F:17])[CH:5]=2)[OH:20])[CH2:22][CH2:21]1. Procedure: Following the procedure of Intermediate 106, replacing 1-(3,5-difluorophenyl)ethanol with cyclopropyl(3,5-difluorophenyl)methanol (Intermediate 139) provided the title compound. Reactants: N, NC(Cc1cccs1)=NO, ClC(Cl)(Cl)c1nc(Cc2cccs2)no1. The product is Nc1nc(Cc2cccs2)no1. As a reaction SMILES: [NH3:16].[s:17]1[cH:18][cH:19][cH:20][c:21]1[CH2:22][C:23]([NH2:24])=[N:25][OH:26].[s:1]1[c:2]([CH2:6][c:7]2[n:8][o:9][c:10]([C:12]([Cl:13])([Cl:14])[Cl:15])[n:11]2)[cH:3][cH:4][cH:5]1>>[s:1]1[c:2]([CH2:6][c:7]2[n:8][o:9][c:10]([NH2:24])[n:11]2)[cH:3][cH:4][cH:5]1.